This data is from the Open Reaction Database (ORD), a public repository of structured organic reaction records. The task is: describe an organic reaction: reactants, conditions, products, and yield Starting materials: BrC1=CN=C(C=2N1C=NN2)N2CCN(CC2)C(=O)OC(C)(C)C (tert-butyl 4-(5-bromo-[1,2,4]triazolo[4,3-a]pyrazin-8-yl)piperazine-1-carboxylate), C(C)(C)N(C(C)C)CC (N,N-diisopropylethylamine), CO (MeOH), [C]=O (carbon monoxide), C(=O)(O)[O-].[Na+] (NaHCO3). The reagents and catalysts are [Cu]I (CuI), C1=CC=C(C=C1)P([C-]2C=CC=C2)C3=CC=CC=C3.C1=CC=C(C=C1)P([C-]2C=CC=C2)C3=CC=CC=C3.Cl[Pd]Cl.[Fe+2] (Pd(dppf)Cl2). Reaction conditions: temperature 100 celsius, time 12 hour. Yields the product C(C)(C)(C)OC(=O)N1CCN(CC1)C=1C=2N(C(=CN1)C(=O)OC)C=NN2 (Methyl 8-(4-(tert-butoxycarbonyl)piperazin-1-yl)-[1,2,4]triazolo[4,3-a]pyrazine-5-carboxylate). Yield: 73.0%. As a reaction SMILES: Br[C:2]1[N:7]2[CH:8]=[N:9][N:10]=[C:6]2[C:5]([N:11]2[CH2:16][CH2:15][N:14]([C:17]([O:19][C:20]([CH3:23])([CH3:22])[CH3:21])=[O:18])[CH2:13][CH2:12]2)=[N:4][CH:3]=1.C(N(CC)C(C)C)(C)C.[CH3:33]O.[C]=O.[C:37]([O-:40])(O)=[O:38].[Na+]>[Cu]I.C1C=CC(P(C2C=CC=CC=2)[C-]2C=CC=C2)=CC=1.C1C=CC(P(C2C=CC=CC=2)[C-]2C=CC=C2)=CC=1.Cl[Pd]Cl.[Fe+2]>[C:20]([O:19][C:17]([N:14]1[CH2:15][CH2:16][N:11]([C:5]2[C:6]3[N:7]([CH:8]=[N:9][N:10]=3)[C:2]([C:37]([O:40][CH3:33])=[O:38])=[CH:3][N:4]=2)[CH2:12][CH2:13]1)=[O:18])([CH3:23])([CH3:22])[CH3:21] |f:4.5,7.8.9.10,^3:34|. Procedure details: A 300 mL pressure vessel was charged with tert-butyl 4-(5-bromo-[1,2,4]triazolo[4,3-a]pyrazin-8-yl)piperazine-1-carboxylate (prepared as described in Example 1 steps 1-4, 10.0 g, 26 mmol), CuI (1.5 g, 7.8 mmol), Pd(dppf)Cl2 (6.4 g, 7.8 mmol), N,N-diisopropylethylamine (10 mL) and MeOH (100 mL). The vessel was charged with carbon monoxide (3.5 bar) and the reaction mixture was magnetically stirred at 100° C. for 12 h. Work-up: after the reaction mixture was cooled to room temperature, the vessel ... Starting materials: O.O.O.O.O.O.[Cr](=O)(=O)(Cl)Cl (chromic chloride hexahydrate), C(CO)O (ethylene glycol), [N+](=O)([O-])C1=CC(=C(C(=C1)S(=O)(=O)O)O)N (4-nitro-2-amino-1-hydroxybenzene-6-sulfonic acid), monoazo. Product: dehydrothio-p-toluidine-7-sulfonic acid, C(C=1C(O)=CC=CC1)=O (salicylaldehyde). As a reaction SMILES: O.O.O.O.O.O.[Cr](Cl)(Cl)(=O)=O.[N+]([C:15]1[CH:20]=[C:19](S(O)(=O)=O)[C:18]([OH:25])=[C:17](N)[CH:16]=1)([O-])=O.C(O)[CH2:28][OH:29]>>[CH:28](=[O:29])[C:19]1[C:18](=[CH:17][CH:16]=[CH:15][CH:20]=1)[OH:25] |f:0.1.2.3.4.5.6|. Reported procedure: 30.9 parts of the monoazo dye formed from diazotised 4-nitro-2-amino-1-hydroxybenzene and 2-hydroxynaphthalene are stirred up with 26.7 parts of chromic chloride hexahydrate in 400 parts by volume of ethylene glycol at 120° to 125° C. until no further unchromed dye is detectable. To the resulting solution of the 1:1 chrome complex dye at 80° to 85° C. are thereupon added 23.4 parts of 4-nitro-2-amino-1-hydroxybenzene-6-sulfonic acid and 45.3 parts of the monoazo dye formed from diazotised dehydr... The reactants are CC#N, [Cl-], CCCCC(F)(F)C(=O)CCC1C(OC2CCCCO2)CC(=O)C1CCCCCCC(=O)OCc1ccccc1, [Na+], O, O=P(O)(O)O. Yields the product CCCCC(F)(F)C1(O)CCC2C(CC(=O)C2CCCCCCC(=O)OCc2ccccc2)O1. Reaction SMILES: [CH3:43][C:44]#[N:45].[Cl-:42].[F:1][C:2]([C:3]([CH2:4][CH2:5][CH:6]1[CH:7]([CH2:19][CH2:20][CH2:21][CH2:22][CH2:23][CH2:24][C:25](=[O:26])[O:27][CH2:28][c:29]2[cH:30][cH:31][cH:32][cH:33][cH:34]2)[C:8](=[O:18])[CH2:9][CH:10]1[O:11][CH:12]1[CH2:13][CH2:14][CH2:15][CH2:16][O:17]1)=[O:35])([CH2:36][CH2:37][CH2:38][CH3:39])[F:40].[Na+:41].[OH2:46].[P:47](=[O:48])([OH:49])([OH:50])[OH:51]>>[F:1][C:2]([C:3]1([OH:35])[CH2:4][CH2:5][CH:6]2[CH:7]([CH2:19][CH2:20][CH2:21][CH2:22][CH2:23][CH2:24][C:25](=[O:26])[O:27][CH2:28][c:29]3[cH:30][cH:31][cH:32][cH:33][cH:34]3)[C:8](=[O:18])[CH2:9][CH:10]2[O:11]1)([CH2:36][CH2:37][CH2:38][CH3:39])[F:40].